describe an organic reaction: reactants, conditions, products, and yield From a dataset of the Open Reaction Database (ORD), a public repository of structured organic reaction records. Starting materials: CC(C(=O)Cl)(C(=O)Cl)C (dimethylmalonyl chloride), N1=CC=CC=C1 (pyridine), ClC1=C(C=C(C=C1)Cl)CNO (N-(2,5-dichlorophenylmethyl)hydroxylamine), ClC1=C(C=C(C=C1)Cl)CNO (N-(2,5-dichlorophenylmethyl)hydroxylamine). Solvent: C1(=CC=CC=C1)C (toluene). Reaction conditions: time 16 hour. Product: ClC1=C(C=C(C=C1)Cl)CN1OC(C(C1=O)(C)C)=O (2-[(2,5-Dichlorophenyl)methyl]-4,4-dimethylisoxazolidine-3,5-dione). The yield is 39.0%. Reaction SMILES: [CH3:1][C:2]([CH3:9])([C:6](Cl)=[O:7])[C:3](Cl)=[O:4].N1C=CC=CC=1.[Cl:16][C:17]1[CH:22]=[CH:21][C:20]([Cl:23])=[CH:19][C:18]=1[CH2:24][NH:25][OH:26]>C1(C)C=CC=CC=1>[Cl:16][C:17]1[CH:22]=[CH:21][C:20]([Cl:23])=[CH:19][C:18]=1[CH2:24][N:25]1[C:3](=[O:4])[C:2]([CH3:9])([CH3:1])[C:6](=[O:7])[O:26]1. Procedure: To a stirred solution of 4.1 grams (0.024 mole) of dimethylmalonyl chloride and 3.8 grams (0.048 mole) of pyridine in 100 ml of dry toluene at 0° C., 4.7 grams (0.024 mole) of N-(2,5-dichlorophenylmethyl)hydroxylamine (Intermediate D) was added dropwise over 30 minutes, while the temperature was maintained at 0°±5° C. The reaction mixture was allowed to rise to ambient temperature and was stirred about 16 hours. A white solid was separated and washed with toluene. Filtrate and washings were comb... Reactants: S(=O)(=O)(O)O.NC1=NNC=C1C(=O)N.NC1=NNC=C1C(=O)N (3-aminopyrazole-4-carboxamide hemisulphate). Run in C(=O)N (formamide). Run at temperature 145 celsius, time 5 hour. The product is OC1=C2C(=NC=N1)NN=C2 (4-Hydroxypyrazolo[3,4-d]pyrimidine). Isolated yield 80.0%. As a reaction SMILES: S(O)(O)(=O)=O.[NH2:6][C:7]1[C:11]([C:12]([NH2:14])=[O:13])=[CH:10][NH:9][N:8]=1.N[C:16]1C(C(N)=O)=CNN=1>C(N)=O>[OH:13][C:12]1[N:14]=[CH:16][N:6]=[C:7]2[NH:8][N:9]=[CH:10][C:11]=12 |f:0.1.2|. Reported procedure: A suspension of 3-aminopyrazole-4-carboxamide hemisulphate (113 g.) in formamide (325 ml.) was stirred and heated to 145° C. The reaction was held at 145° C. for 5 hours. The reaction was then cooled to 30° C. and the product collected and washed with formamide (2 × 50 ml.), water (2 × 150 ml.) and acetone (2 × 100 ml.). Wt. of crude product = 79 gms. The crude product was recrystallized by dissolution in a solution made from sodium hydroxide (25 g.) in water (1200 ml.) with treatment at 25° C. ...